From a dataset of the Open Reaction Database (ORD), a public repository of structured organic reaction records. describe an organic reaction: reactants, conditions, products, and yield The reactants are Br, CC1(C)C(C(=O)O)C1(C)C, Cc1sc(=N)n(CCOc2ccccc2)c1C. The product is Cc1sc(=NC(=O)C2C(C)(C)C2(C)C)n(CCOc2ccccc2)c1C. As a reaction SMILES: [BrH:1].[CH3:19][C:20]1([CH3:21])[CH:22]([C:23]([OH:24])=[O:25])[C:26]1([CH3:27])[CH3:28].[CH3:2][c:3]1[n:4]([CH2:10][CH2:11][O:12][c:13]2[cH:14][cH:15][cH:16][cH:17][cH:18]2)[c:5](=[NH:9])[s:6][c:7]1[CH3:8]>>[CH3:2][c:3]1[n:4]([CH2:10][CH2:11][O:12][c:13]2[cH:14][cH:15][cH:16][cH:17][cH:18]2)[c:5](=[N:9][C:23]([CH:22]2[C:20]([CH3:19])([CH3:21])[C:26]2([CH3:27])[CH3:28])=[O:24])[s:6][c:7]1[CH3:8]. Run at time 15 minute. Reported procedure: The resulting 1-(3,3-diphenylpropyl)homopiperazine was dissolved in 3 mL of toluene under argon, followed by adding 0.65 mL of a 15% trimethylaluminum solution in hexane. The mixture was stirred at room temperature for 15 minutes, mixed with 187 mg of methyl 4-(dimethylaminomethyl)benzoate, stirred at 60° C. for 22 hours. The mixture was cooled to room temperature, mixed with 2N hydrochloric acid, and stirred. 20 mL of aqueous 2N sodium hydroxide was added and the mixture was extracted with 20 m... Solvent: CCCCCC (hexane), C1(=CC=CC=C1)C (toluene). RXN SMILES: [C:1]1([CH:7]([C:17]2[CH:22]=[CH:21][CH:20]=[CH:19][CH:18]=2)[CH2:8][CH2:9][N:10]2[CH2:16][CH2:15][CH2:14][NH:13][CH2:12][CH2:11]2)[CH:6]=[CH:5][CH:4]=[CH:3][CH:2]=1.C[Al](C)C.[CH3:27][N:28]([CH2:30][C:31]1[CH:40]=[CH:39][C:34]([C:35](OC)=[O:36])=[CH:33][CH:32]=1)[CH3:29].Cl.[OH-].[Na+]>C1(C)C=CC=CC=1.CCCCCC>[CH3:29][N:28]([CH2:30][C:31]1[CH:32]=[CH:33][C:34]([C:35]([N:13]2[CH2:14][CH2:15][CH2:16][N:10]([CH2:9][CH2:8][CH:7]([C:1]3[CH:2]=[CH:3][CH:4]=[CH:5][CH:6]=3)[C:17]3[CH:22]=[CH:21][CH:20]=[CH:19][CH:18]=3)[CH2:11][CH2:12]2)=[O:36])=[CH:39][CH:40]=1)[CH3:27] |f:4.5|. Product: CN(C)CC1=CC=C(C(=O)N2CCN(CCC2)CCC(C2=CC=CC=C2)C2=CC=CC=C2)C=C1 (1-[4-(Dimethylaminomethyl)benzoyl]-4-(3,3-diphenylpropyl)homopiperazine). Starting materials: C[Al](C)C (trimethylaluminum), Cl (hydrochloric acid), C1(=CC=CC=C1)C(CCN1CCNCCC1)C1=CC=CC=C1 (1-(3,3-diphenylpropyl)homopiperazine), [OH-].[Na+] (sodium hydroxide), CN(C)CC1=CC=C(C(=O)OC)C=C1 (methyl 4-(dimethylaminomethyl)benzoate). Starting materials: [N+](=O)([O-])C1=CC2=C(CCCC(C2)=O)C=C1 (3-nitro-6,7,8,9-tetrahydro-5H-benzocyclohepten-6-one), [Cl-].[NH4+] (ammonium chloride), O (water). The reagents and catalysts are [Fe] (iron). Run in C(C)O (ethanol). Product: NC1=CC2=C(CCCC(C2)=O)C=C1 (3-amino-6,7,8,9-tetrahydro-5H-benzocyclohepten-6-one). Isolated yield 89.6%. As a reaction SMILES: [N+:1]([C:4]1[CH:15]=[CH:14][C:7]2[CH2:8][CH2:9][CH2:10][C:11](=[O:13])[CH2:12][C:6]=2[CH:5]=1)([O-])=O.[Cl-].[NH4+].O>[Fe].C(O)C>[NH2:1][C:4]1[CH:15]=[CH:14][C:7]2[CH2:8][CH2:9][CH2:10][C:11](=[O:13])[CH2:12][C:6]=2[CH:5]=1 |f:1.2|. Procedure: A mixture of 3-nitro-6,7,8,9-tetrahydro-5H-benzocyclohepten-6-one (0.20 g), iron powder (218 mg), ammonium chloride (52 mg), water (1.2 ml) and ethanol (4 ml) was refluxed for 2 hours. After cooling, the insoluble material was filtered off and the filtrate was evaporated in vacuo. To the residue was added ethyl acetate and water. The organic layer was separated and the aqueous layer was extracted with ethyl acetate. The combined organic layer was washed with brine, dried over anhydrous sodium su... Reactants: ClC1=C(C=CC=C1)CC(=O)O (2-chlorophenylacetic acid), CCO (EtOH), OS(=O)(=O)O (H2SO4). Conditions: temperature 90 celsius. The product is ClC1=C(C=CC=C1)CC(=O)OCC (ethyl 2-(2-chlorophenyl)acetate). Isolated yield 96.3%. As a reaction SMILES: [Cl:1][C:2]1[CH:7]=[CH:6][CH:5]=[CH:4][C:3]=1[CH2:8][C:9]([OH:11])=[O:10].[CH3:12][CH2:13]O.OS(O)(=O)=O>>[Cl:1][C:2]1[CH:7]=[CH:6][CH:5]=[CH:4][C:3]=1[CH2:8][C:9]([O:11][CH2:12][CH3:13])=[O:10]. Procedure: A solution of 2-chlorophenylacetic acid (10.12 g, 59.3 mmol) in EtOH (150 mL, 2576 mmol) in a 500 mL round bottom flask was treated with concentrated H2SO4 (0.700 mL, 8.28 mmol) and heated at 90° C. for 16 hours. The solution was concentrated in vacuo, diluted with 1N NaOH(aq) (200 mL), and extracted with EtOAc (2×200 mL). The combined organic layers were washed with 1N NaOH(aq) (200 mL), water (100 mL), and brine (100 mL). The organic layer was dried over MgSO4, concentrated, and dried in vacuo... The reactants are N1(CCCCC1)CCCC(=O)C1=CC=2CC3=CC(=CC=C3OC2C=C1)C(CCCN1CCCCC1)=O (2,7-bis(4-piperidinobutyryl)xanthene), N1(CCCCC1)CCCCC(=O)C1=CC=2CC3=CC(=CC=C3OC2C=C1)C(CCCCN1CCCCC1)=O (2,7-bis(5-piperidinovaleryl)xanthene), [Cr](=O)(=O)([O-])O[Cr](=O)(=O)[O-].[Na+].[Na+] (sodium dichromate). The solvent is C(C)(=O)O (acetic acid). Product: N1(CCCCC1)CCCCC(=O)C1=CC=2C(C3=CC(=CC=C3OC2C=C1)C(CCCCN1CCCCC1)=O)=O (2,7-Bis(5-piperidinovaleryl)xanthone). As a reaction SMILES: N1(CCCC(C2C=CC3OC4C(=CC(C(=O)CCCN5CCCCC5)=CC=4)CC=3C=2)=[O:11])CCCCC1.[N:37]1([CH2:43][CH2:44][CH2:45][CH2:46][C:47]([C:49]2[CH:62]=[CH:61][C:60]3[O:59][C:58]4[C:53](=[CH:54][C:55]([C:63](=[O:74])[CH2:64][CH2:65][CH2:66][CH2:67][N:68]5[CH2:73][CH2:72][CH2:71][CH2:70][CH2:69]5)=[CH:56][CH:57]=4)[CH2:52][C:51]=3[CH:50]=2)=[O:48])[CH2:42][CH2:41][CH2:40][CH2:39][CH2:38]1.[Cr](O[Cr]([O-])(=O)=O)([O-])(=O)=O.[Na+].[Na+]>C(O)(=O)C>[N:37]1([CH2:43][CH2:44][CH2:45][CH2:46][C:47]([C:49]2[CH:62]=[CH:61][C:60]3[O:59][C:58]4[C:53](=[CH:54][C:55]([C:63](=[O:74])[CH2:64][CH2:65][CH2:66][CH2:67][N:68]5[CH2:69][CH2:70][CH2:71][CH2:72][CH2:73]5)=[CH:56][CH:57]=4)[C:52](=[O:11])[C:51]=3[CH:50]=2)=[O:48])[CH2:42][CH2:41][CH2:40][CH2:39][CH2:38]1 |f:2.3.4|. Procedure: Following the procedure of Example 42, only substituting for 2,7-bis(4-piperidinobutyryl)xanthene, 25.8 g (0.05 mole) 2,7-bis(5-piperidinovaleryl)xanthene and using 600 ml of glacial acetic acid and 19.7 g (0.066 mole) sodium dichromate, the solid obtained is recrystallized from a benzene-heptane mixture to give the title compound, M.P. 109°-110° C. Reaction SMILES: [C:1]([CH3:2])([CH3:3])([CH3:4])[NH:5][S:6](=[O:7])(=[O:8])[c:9]1[s:10][c:11](-[c:14]2[cH:15][c:16](-[c:20]3[n:21][c:22](-[c:30]4[cH:31][cH:32][c:33]([C:36]([F:37])([F:38])[F:39])[cH:34][cH:35]4)[cH:23][c:24]([C:26]([F:27])([F:28])[F:29])[n:25]3)[cH:17][cH:18][cH:19]2)[cH:12][cH:13]1.[Cl:47][CH2:48][Cl:49].[F:40][C:41]([F:42])([F:43])[C:44]([OH:45])=[O:46]>>[NH2:5][S:6](=[O:7])(=[O:8])[c:9]1[s:10][c:11](-[c:14]2[cH:15][c:16](-[c:20]3[n:21][c:22](-[c:30]4[cH:31][cH:32][c:33]([C:36]([F:37])([F:38])[F:39])[cH:34][cH:35]4)[cH:23][c:24]([C:26]([F:27])([F:28])[F:29])[n:25]3)[cH:17][cH:18][cH:19]2)[cH:12][cH:13]1. Reactants: CC(C)(C)NS(=O)(=O)c1ccc(-c2cccc(-c3nc(-c4ccc(C(F)(F)F)cc4)cc(C(F)(F)F)n3)c2)s1, ClCCl, O=C(O)C(F)(F)F. Product: NS(=O)(=O)c1ccc(-c2cccc(-c3nc(-c4ccc(C(F)(F)F)cc4)cc(C(F)(F)F)n3)c2)s1. Starting materials: CCOC(=O)C1CCCN(CC(O)COc2cccc3ncccc23)C1, CO, [Li+], C1CCOC1, [OH-], O. The product is [Li+], O=C([O-])C1CCCN(CC(O)COc2cccc3ncccc23)C1. RXN SMILES: [CH2:1]([CH3:2])[O:3][C:4](=[O:5])[CH:6]1[CH2:7][N:8]([CH2:12][CH:13]([CH2:14][O:15][c:16]2[c:17]3[cH:18][cH:19][cH:20][n:21][c:22]3[cH:23][cH:24][cH:25]2)[OH:26])[CH2:9][CH2:10][CH2:11]1.[CH3:28][OH:29].[Li+:30].[O:32]1[CH2:33][CH2:34][CH2:35][CH2:36]1.[OH-:31].[OH2:27]>>[Li+:30].[O:3]=[C:4]([O-:5])[CH:6]1[CH2:7][N:8]([CH2:12][CH:13]([CH2:14][O:15][c:16]2[c:17]3[cH:18][cH:19][cH:20][n:21][c:22]3[cH:23][cH:24][cH:25]2)[OH:26])[CH2:9][CH2:10][CH2:11]1.